This data is from the Open Reaction Database (ORD), a public repository of structured organic reaction records. The task is: describe an organic reaction: reactants, conditions, products, and yield Starting materials: FC(C(C(C(=O)OCC)=P(C1=CC=CC=C1)(C1=CC=CC=C1)C1=CC=CC=C1)=O)(F)F (ethyl 4,4,4-trifluoro-2-(triphenylphosphoranylidene)acetoacetate), C([O-])([O-])=O.[K+].[K+] (potassium carbonate). Product: C(C)OC(C#CC(F)(F)F)=O (4,4,4-Trifluoro-2-butynoic acid ethyl ester). Yield: 82.9%. As a reaction SMILES: [F:1][C:2]([F:31])([F:30])[C:3](=O)[C:4](=P(C1C=CC=CC=1)(C1C=CC=CC=1)C1C=CC=CC=1)[C:5]([O:7][CH2:8][CH3:9])=[O:6].C(=O)([O-])[O-].[K+].[K+]>>[CH2:8]([O:7][C:5](=[O:6])[C:4]#[C:3][C:2]([F:30])([F:31])[F:1])[CH3:9] |f:1.2.3|. Procedure details: A mixture of ethyl 4,4,4-trifluoro-2-(triphenylphosphoranylidene)acetoacetate (270 g, 617 mmol) and potassium carbonate (54 g, 490 mmol) is heated from 160° C. to 225° C. in 3 h at 2-3 mbar vacuum. The title compound is distilled and recovered in a cold trap to yield the title compound (85 g, 83%) as a slightly yellow oil. ES/MS m/e 167 (M+1).